From a dataset of the Open Reaction Database (ORD), a public repository of structured organic reaction records. describe an organic reaction: reactants, conditions, products, and yield Starting materials: O=C([O-])[O-], COS(=O)(=O)O, CC(C)=O, [K+], [K+], CSCCC1NC(=O)N(c2ccccc2)C1=O. Yields the product CSCCC1C(=O)N(c2ccccc2)C(=O)N1C. As a reaction SMILES: [C:24](=[O:25])([O-:26])[O-:27].[CH3:18][O:19][S:20](=[O:21])(=[O:22])[OH:23].[CH3:30][C:31](=[O:32])[CH3:33].[K+:28].[K+:29].[c:1]1([N:7]2[C:8](=[O:17])[NH:9][CH:10]([CH2:13][CH2:14][S:15][CH3:16])[C:11]2=[O:12])[cH:2][cH:3][cH:4][cH:5][cH:6]1>>[c:1]1([N:7]2[C:8](=[O:17])[N:9]([CH3:18])[CH:10]([CH2:13][CH2:14][S:15][CH3:16])[C:11]2=[O:12])[cH:2][cH:3][cH:4][cH:5][cH:6]1. Starting materials: C(=O)C1=C(NC(=C1C)C)C(=O)OC (methyl 3-formyl-4,5-dimethylpyrrole-2-carboxylate), ClCC(=C)C (3-chloro-2-methyl-1-propene). Yields the product C(=O)C1=C(N(C(=C1C)C)CC(=C)C)C(=O)OC (Methyl 3-formyl-4,5-dimethyl-1-(2-methyl-2-propenyl)pyrrole-2-carboxylate). Reaction SMILES: [CH:1]([C:3]1[C:7]([CH3:8])=[C:6]([CH3:9])[NH:5][C:4]=1[C:10]([O:12][CH3:13])=[O:11])=[O:2].Cl[CH2:15][C:16]([CH3:18])=[CH2:17]>>[CH:1]([C:3]1[C:7]([CH3:8])=[C:6]([CH3:9])[N:5]([CH2:17][C:16]([CH3:18])=[CH2:15])[C:4]=1[C:10]([O:12][CH3:13])=[O:11])=[O:2]. Procedure: The title compound was prepared as a pale yellow oil in 86.2% yeild in a similar procedure to that described in Referential Example 9 by using but using methyl 3-formyl-4,5-dimethylpyrrole-2-carboxylate and 3-chloro-2-methyl-1-propene. The reactants are OCCNS(=O)(=O)C1=CC=CC=C1 (N-(β-hydroxyethyl)-benzene sulfonamide), N1CCCCC1 (piperidine), S(=O)(=O)(Cl)Cl (sulfonyl chloride). Reagents/catalysts: C(Cl)(Cl)(Cl)Cl (carbon tetrachloride). Yields the product ClCCNS(=O)(=O)C1=CC=CC=C1 (N-(β-chloroethyl)-benzene sulfonamide). RXN SMILES: O[CH2:2][CH2:3][NH:4][S:5]([C:8]1[CH:13]=[CH:12][CH:11]=[CH:10][CH:9]=1)(=[O:7])=[O:6].N1CCCCC1.S(Cl)([Cl:23])(=O)=O>C(Cl)(Cl)(Cl)Cl>[Cl:23][CH2:2][CH2:3][NH:4][S:5]([C:8]1[CH:13]=[CH:12][CH:11]=[CH:10][CH:9]=1)(=[O:7])=[O:6]. Procedure details: 40.2 g. of N-(β-hydroxyethyl)-benzene sulfonamide was slurried in 100 ml. of carbon tetrachloride containing 5 drops of piperidine. Then, 47.6 g. of sulfonyl chloride was added over 10 minutes, keeping the temperature at 20°-25° C. during the addition. The reaction was completed by heating on a steam bath for one hour. The mixture was concentrated on the steam bath, dissolved in benzene and washed twice with dilute aqueous solution of sodium chloride, dried over magnesium sulfate, filtered and t... The reactants are C1(CCCCC1)C=1C2=C3N(C4=C(N1)C=CC=C4)CCC3=CC=C2 (6-cyclohexyl-1,2-dihydroindolo[1,7-ab][1,5]benzodiazepine), ice, [OH-].[Na+] (NaOH), Cl (HCl). The solvent is C1CCOC1 (THF), C1CCOC1 (THF). Conditions: temperature 0 celsius. Product: C1(CCCCC1)C1C2=C3N(C4=C(N1)C=CC=C4)CCC3=CC=C2 (6-cyclohexyl-1,2,6,7-tetrahydroindolo[1,7-ab][1,5]benzodiazepine). As a reaction SMILES: [CH:1]1([C:7]2[C:8]3[CH:23]=[CH:22][CH:21]=[C:20]4[C:9]=3[N:10]([CH2:18][CH2:19]4)[C:11]3[CH:17]=[CH:16][CH:15]=[CH:14][C:12]=3[N:13]=2)[CH2:6][CH2:5][CH2:4][CH2:3][CH2:2]1.Cl.[OH-].[Na+]>C1COCC1>[CH:1]1([CH:7]2[NH:13][C:12]3[CH:14]=[CH:15][CH:16]=[CH:17][C:11]=3[N:10]3[CH2:18][CH2:19][C:20]4=[CH:21][CH:22]=[CH:23][C:8]2=[C:9]34)[CH2:2][CH2:3][CH2:4][CH2:5][CH2:6]1 |f:2.3|. Reported procedure: A solution of 8.81 g of 6-cyclohexyl-1,2-dihydroindolo[1,7-ab][1,5]benzodiazepine in 50 ml dry THF is added dropwise to an ice cold solution of BH3 in THF (90 ml of 1 M solution; 0.090 mole) under N2. The resulting solution is refluxed for 15 minutes, cooled to 0° C., treated dropwise with 6 M HCl, and gently refluxed for 1 hour. The resulting clear solution is cooled to 0° C. and made basic with solid NaOH. The aqueous phase is extracted with ether and the combined organic layers are washed wit... Starting materials: C1(=CC=CC=C1)SC (thioanisole), BrC=1C=C2C(=CC=NC2=CC1)Cl (6-bromo-4-chloroquinoline), C(C1=CC=CC=C1)OC=1C=CC(=C(C1)O)C (5-(benzyloxy)-2-methylphenol), C([O-])([O-])=O.[K+].[K+] (potassium carbonate). Solvent: C(C)#N (acetonitrile), O (water). Conditions: temperature 150 celsius. The product is BrC=1C=C2C(=CC=NC2=CC1)OC=1C=C(C=CC1C)O (3-[(6-bromoquinolin-4-yl)oxy]-4-methylphenol). The yield is 47.0%. Reaction SMILES: [Br:1][C:2]1[CH:3]=[C:4]2[C:9](=[CH:10][CH:11]=1)[N:8]=[CH:7][CH:6]=[C:5]2Cl.C([O:20][C:21]1[CH:22]=[CH:23][C:24]([CH3:28])=[C:25]([OH:27])[CH:26]=1)C1C=CC=CC=1.C(=O)([O-])[O-].[K+].[K+].C1(SC)C=CC=CC=1>C(#N)C.O>[Br:1][C:2]1[CH:3]=[C:4]2[C:9](=[CH:10][CH:11]=1)[N:8]=[CH:7][CH:6]=[C:5]2[O:27][C:25]1[CH:26]=[C:21]([OH:20])[CH:22]=[CH:23][C:24]=1[CH3:28] |f:2.3.4|. Reported procedure: 141 mg (0.58 mmol) of 6-bromo-4-chloroquinoline and 150 mg (0.7 mmol) 5-(benzyloxy)-2-methylphenol in 5 ml acetonitrile are mixed with 97 mg (0.7 mmol) of potassium carbonate and heated in the microwave oven to 150° C. for 3 h. The mixture is diluted with water and then extracted with ethyl acetate. The organic layers are washed with brine and dried over sodium sulfate. The solvent is evaporated and the resulting residue is dissolved in 5 ml TFA. 54 mg (0.44 mmol) thioanisole is added and the mi... Reactants: COCOc1noc2cc(COc3ccc(C(=O)c4ccc(OC5CCCC5)cc4O)cc3CCC(=O)OCOC(=O)C(C)(C)C)ccc12, C1COCCO1, CO, CCOC(C)=O, Cl, [Na+], [OH-], O. The product is CC(C)(C)C(=O)OCOC(=O)CCc1cc(C(=O)c2ccc(OC3CCCC3)cc2O)ccc1OCc1ccc2c(O)noc2c1. Reaction SMILES: [C:1]([C:2]([CH3:3])([CH3:4])[CH3:5])(=[O:6])[O:7][CH2:8][O:9][C:10]([CH2:11][CH2:12][c:13]1[c:14]([O:34][CH2:35][c:36]2[cH:37][c:38]3[c:39]([c:40]([O:43][CH2:44][O:45][CH3:46])[n:41][o:42]3)[cH:47][cH:48]2)[cH:15][cH:16][c:17]([C:19]([c:20]2[c:21]([OH:32])[cH:22][c:23]([O:26][CH:27]3[CH2:28][CH2:29][CH2:30][CH2:31]3)[cH:24][cH:25]2)=[O:33])[cH:18]1)=[O:49].[CH2:54]1[O:55][CH2:56][CH2:57][O:58][CH2:59]1.[CH3:60][OH:61].[CH3:62][CH2:63][O:64][C:65](=[O:66])[CH3:67].[ClH:50].[Na+:53].[OH-:52].[OH2:51]>>[C:1]([C:2]([CH3:3])([CH3:4])[CH3:5])(=[O:6])[O:7][CH2:8][O:9][C:10]([CH2:11][CH2:12][c:13]1[c:14]([O:34][CH2:35][c:36]2[cH:37][c:38]3[c:39]([c:40]([OH:43])[n:41][o:42]3)[cH:47][cH:48]2)[cH:15][cH:16][c:17]([C:19]([c:20]2[c:21]([OH:32])[cH:22][c:23]([O:26][CH:27]3[CH2:28][CH2:29][CH2:30][CH2:31]3)[cH:24][cH:25]2)=[O:33])[cH:18]1)=[O:49]. Starting materials: NC1=C2N=C(N(C2=NC(=N1)OCCO)CC1=CC=CC=C1)OC (6-Amino-9-benzyl-2-(2-hydroxyethoxy)-8-methoxypurine), N (ammonia). Reaction SMILES: [NH2:1][C:2]1[N:10]=[C:9]([O:11][CH2:12][CH2:13][OH:14])[N:8]=[C:7]2[C:3]=1[N:4]=[C:5]([O:22]C)[N:6]2[CH2:15][C:16]1[CH:21]=[CH:20][CH:19]=[CH:18][CH:17]=1.N>Cl>[NH2:1][C:2]1[N:10]=[C:9]([O:11][CH2:12][CH2:13][OH:14])[N:8]=[C:7]2[C:3]=1[N:4]=[C:5]([OH:22])[N:6]2[CH2:15][C:16]1[CH:21]=[CH:20][CH:19]=[CH:18][CH:17]=1. Isolated yield 57.3%. Procedure details: 6-Amino-9-benzyl-2-(2-hydroxyethoxy)-8-methoxypurine (70 mg, 0.22 mmol) in concentrated hydrochloric acid (5 ml) was stirred at room temperature for 5 hours. The reaction mixture was neutralized with 28% aqueous ammonia and the resulting crystals were filtered and washed with water to give the subject compound (38 mg, yield 57%). Yields the product NC1=C2N=C(N(C2=NC(=N1)OCCO)CC1=CC=CC=C1)O (6-Amino-9-benzyl-8-hydroxy-2-(2-hydroxyethoxy)purine). The solvent is Cl (hydrochloric acid).